This data is from the Open Reaction Database (ORD), a public repository of structured organic reaction records. The task is: describe an organic reaction: reactants, conditions, products, and yield Starting materials: ClC1=NC(=CC(=N1)C(=O)O)C=C (2-chloro-6-vinylpyrimidine-4-carboxylic acid), FC1=CC=C(OC2=CC=C(C=C2)B2OC(C(O2)(C)C)(C)C)C=C1 (2-(4-(4-fluorophenoxy)phenyl)-4,4,5,5-tetramethyl-1,3,2-dioxaborolane), C(=O)([O-])[O-].[Na+].[Na+] (Na2CO3). The reagents and catalysts are Cl[Pd]([P](C1=CC=CC=C1)(C2=CC=CC=C2)C3=CC=CC=C3)([P](C4=CC=CC=C4)(C5=CC=CC=C5)C6=CC=CC=C6)Cl (PdCl2(PPh3)2). Run in dimethoxy ethane(DME) EtOH H2O. Conditions: temperature 90 celsius. The product is FC1=CC=C(OC2=CC=C(C=C2)C2=NC(=CC(=N2)C(=O)O)C=C)C=C1 (2-(4-(4-fluorophenoxy)phenyl)-6-vinylpyrimidine-4-carboxylic acid). Yield: 82.0%. RXN SMILES: Cl[C:2]1[N:7]=[C:6]([C:8]([OH:10])=[O:9])[CH:5]=[C:4]([CH:11]=[CH2:12])[N:3]=1.[F:13][C:14]1[CH:35]=[CH:34][C:17]([O:18][C:19]2[CH:24]=[CH:23][C:22](B3OC(C)(C)C(C)(C)O3)=[CH:21][CH:20]=2)=[CH:16][CH:15]=1.C([O-])([O-])=O.[Na+].[Na+]>Cl[Pd](Cl)([P](C1C=CC=CC=1)(C1C=CC=CC=1)C1C=CC=CC=1)[P](C1C=CC=CC=1)(C1C=CC=CC=1)C1C=CC=CC=1>[F:13][C:14]1[CH:35]=[CH:34][C:17]([O:18][C:19]2[CH:24]=[CH:23][C:22]([C:2]3[N:7]=[C:6]([C:8]([OH:10])=[O:9])[CH:5]=[C:4]([CH:11]=[CH2:12])[N:3]=3)=[CH:21][CH:20]=2)=[CH:16][CH:15]=1 |f:2.3.4,^1:44,63|. Procedure: As shown in Scheme 4, a suspension of 2-chloro-6-vinylpyrimidine-4-carboxylic acid (9) (4.38 g, 0.02 mol), 2-(4-(4-fluorophenoxy)phenyl)-4,4,5,5-tetramethyl-1,3,2-dioxaborolane (22) (7.45 g, 0.02 mol), Na2CO3 (5.3 g, 0.05 mol), and PdCl2(PPh3)2 (Aldrich, 701 mg, 1.0 mmol) in dimethoxy ethane(DME)/EtOH/H2O (500 mL, 2:1:2 ratio) was degassed by repeating with Ar2/vacuum cycles. The mixture was heated at 90° C. for 23 h. Upon cooling to the room temperature, the mixture was poured into DCM. The sol... The reactants are [N+](=O)([O-])C=1C(=C2CCC(C2=C(C1C)[N+](=O)[O-])(C)C)C (5,7-dinitro-1,1,4,6-tetramethylindane), [H][H] (hydrogen), resultant solution. The reagents and catalysts are [Pd] (Pd/C). Run in CO (methanol). Yields the product NC=1C(=C2CCC(C2=C(C1C)N)(C)C)C (5,7-diamino-1,1,4,6-tetramethylindane). RXN SMILES: [N+:1]([C:4]1[C:5]([CH3:19])=[C:6]2[C:10](=[C:11]([N+:14]([O-])=O)[C:12]=1[CH3:13])[C:9]([CH3:18])([CH3:17])[CH2:8][CH2:7]2)([O-])=O.[H][H]>CO.[Pd]>[NH2:1][C:4]1[C:5]([CH3:19])=[C:6]2[C:10](=[C:11]([NH2:14])[C:12]=1[CH3:13])[C:9]([CH3:17])([CH3:18])[CH2:8][CH2:7]2. Reported procedure: One hundred seventy-five grams (0.662 mol) of the 5,7-dinitro-1,1,4,6-tetramethylindane thus obtained were dissolved in 500 g of methanol, and after addition of 17.5 g of 5% Pd/C (water content: 50%) to the resultant solution, the mixture was stirred at 50-60° C. for 84 hours in a hydrogen gas atmosphere. After completion of the reaction, the reaction mixture was filtered and the filtrate was concentrated under reduced pressure. The thus-obtained residue was distilled under reduced pressure to o... The reactants are CCO, COC(=O)c1ccccc1CCl, NC(N)=S. Yields the product COC(=O)c1ccccc1CSC(=N)N, Cl. As a reaction SMILES: [CH3:17][CH2:18][OH:19].[Cl:1][CH2:2][c:3]1[c:4]([C:5](=[O:6])[O:7][CH3:8])[cH:9][cH:10][cH:11][cH:12]1.[NH2:13][C:14]([NH2:15])=[S:16]>>[CH2:2]([c:3]1[c:4]([C:5](=[O:6])[O:7][CH3:8])[cH:9][cH:10][cH:11][cH:12]1)[S:16][C:14](=[NH:13])[NH2:15].[ClH:1].